From a dataset of the Open Reaction Database (ORD), a public repository of structured organic reaction records. describe an organic reaction: reactants, conditions, products, and yield Reactants: COc1cc2c(=O)n(COC(=O)C(C)(C)C)cnc2cc1OCCCN1CCCCC1, CO, N. Yields the product COc1cc2c(=O)[nH]cnc2cc1OCCCN1CCCCC1. As a reaction SMILES: [CH3:1][O:2][c:3]1[cH:4][c:5]2[c:6](=[O:31])[n:7]([CH2:23][O:24][C:25](=[O:26])[C:27]([CH3:28])([CH3:29])[CH3:30])[cH:8][n:9][c:10]2[cH:11][c:12]1[O:13][CH2:14][CH2:15][CH2:16][N:17]1[CH2:18][CH2:19][CH2:20][CH2:21][CH2:22]1.[CH3:33][OH:34].[NH3:32]>>[CH3:1][O:2][c:3]1[cH:4][c:5]2[c:6](=[O:31])[nH:7][cH:8][n:9][c:10]2[cH:11][c:12]1[O:13][CH2:14][CH2:15][CH2:16][N:17]1[CH2:18][CH2:19][CH2:20][CH2:21][CH2:22]1. Starting materials: C(C)(C)(C)[Si](OC1CCC(CC1)N1C(=NC2=C1C=CC(=C2)C(O[SiH2]C(C)(C)C)(C)C)NC2=NN(C1=CC=C(C=C21)C=2C=NC=CC2OC)COCC[Si](C)(C)C)(C)C ((1-(4-(tert-Butyl-dimethyl-silanyloxy)-cyclohexyl)-5-(tert-butyl-dimethyl-silanyloxymethyl)-1H-benzoimidazol-2-yl)-(5-(4-methoxy-pyridin-3-yl)-1-(2-trimethylsilanyl-ethoxymethyl)-1H-indazol-3-yl)-amine), Cl (HCl). The solvent is C(C)O (ethanol). Reaction conditions: temperature 100 celsius, time 1.5 hour. The product is OCC1=CC2=C(N(C(=N2)NC2=NNC3=CC=C(C=C23)C=2C=NC=CC2OC)C2CCC(CC2)O)C=C1 (4-(5-(hydroxymethyl)-2-(5-(4-methoxypyridin-3-yl)-1H-indazol-3-ylamino)-1H-benzo[d]imidazol-1-yl)cyclohexanol). Isolated yield 18.0%. Reaction SMILES: C([Si](C)(C)[O:6][CH:7]1[CH2:12][CH2:11][CH:10]([N:13]2[C:17]3[CH:18]=[CH:19][C:20]([C:22](C)(C)[O:23][SiH2]C(C)(C)C)=[CH:21][C:16]=3[N:15]=[C:14]2[NH:31][C:32]2[C:40]3[C:35](=[CH:36][CH:37]=[C:38]([C:41]4[CH:42]=[N:43][CH:44]=[CH:45][C:46]=4[O:47][CH3:48])[CH:39]=3)[N:34](COCC[Si](C)(C)C)[N:33]=2)[CH2:9][CH2:8]1)(C)(C)C.Cl>C(O)C>[OH:23][CH2:22][C:20]1[CH:19]=[CH:18][C:17]2[N:13]([CH:10]3[CH2:11][CH2:12][CH:7]([OH:6])[CH2:8][CH2:9]3)[C:14]([NH:31][C:32]3[C:40]4[C:35](=[CH:36][CH:37]=[C:38]([C:41]5[CH:42]=[N:43][CH:44]=[CH:45][C:46]=5[O:47][CH3:48])[CH:39]=4)[NH:34][N:33]=3)=[N:15][C:16]=2[CH:21]=1. Procedure details: (1-(4-(tert-Butyl-dimethyl-silanyloxy)-cyclohexyl)-5-(tert-butyl-dimethyl-silanyloxymethyl)-1H-benzoimidazol-2-yl)-(5-(4-methoxy-pyridin-3-yl)-1-(2-trimethylsilanyl-ethoxymethyl)-1H-indazol-3-yl)-amine (165 mg, 0.000196 mol) was dissolved in ethanol (6.0 mL). To this solution was added 12 M HCl (2.0 mL) and the reaction was stirred at 100° C. for 1.5 hours. The reaction was evaporated to dryness and the residue was purified by preparative HPLC to yield 17.1 mg of the title compound as the TFA sa... Starting materials: C(C)OC(=O)C=1C2=C(C=NC1)C(=CS2)COC2=C(C=CC(=C2)C=2OC(=NN2)C)C (3-[2-methyl-5-(5-methyl-[1,3,4]oxadiazol-2-yl)-phenoxymethyl]-thieno[3,2-c]pyridine-7-carboxylic acid ethyl ester), C(C)OC(=O)C=1C2=C(C=NC1)C(=CS2)COC2=C(C=CC(=C2)C=2OC(=NN2)C)C (3-[2-Methyl-5-(5-methyl-[1,3,4]oxadiazol-2-yl)-phenoxymethyl]-thieno[3,2-c]pyridine-7-carboxylic acid ethyl ester), C(O)CN (ethanolamine). Solvent: CS(=O)C (dimethylsulfoxide). Run at temperature 160 celsius. Yields the product OCCNC(=O)C=1C2=C(C=NC1)C(=CS2)COC2=C(C=CC(=C2)C2=NN=C(N2CCO)C)C (3-{5-[4-(2-hydroxy-ethyl)-5-methyl-4H-[1,2,4]triazol-3-yl]-2-methyl-phenoxymethyl}-thieno[3,2-c]pyridine-7-carboxylic acid (2-hydroxy-ethyl)-amide). As a reaction SMILES: C(O[C:4]([C:6]1[C:7]2[S:14][CH:13]=[C:12]([CH2:15][O:16][C:17]3[CH:22]=[C:21]([C:23]4O[C:25]([CH3:28])=[N:26][N:27]=4)[CH:20]=[CH:19][C:18]=3[CH3:29])[C:8]=2[CH:9]=[N:10][CH:11]=1)=[O:5])C.[CH2:30]([CH2:32][NH2:33])[OH:31]>CS(C)=O>[OH:31][CH2:30][CH2:32][NH:33][C:4]([C:6]1[C:7]2[S:14][CH:13]=[C:12]([CH2:15][O:16][C:17]3[CH:22]=[C:21]([C:23]4[N:33]([CH2:32][CH2:30][OH:31])[C:25]([CH3:28])=[N:26][N:27]=4)[CH:20]=[CH:19][C:18]=3[CH3:29])[C:8]=2[CH:9]=[N:10][CH:11]=1)=[O:5]. Reported procedure: A mixture of 3-[2-methyl-5-(5-methyl-[1,3,4]oxadiazol-2-yl)-phenoxymethyl]-thieno[3,2-c]pyridine-7-carboxylic acid ethyl ester and 3-[2-methyl-5-(5-methyl-[1,3,4]oxadiazol-2-yl)-phenoxymethyl]-thieno[3,2-c]pyridine-7-carboxylic acid methyl ester (0.08 g, 0.20 mmol) (from Example 36 supra) in dimethylsulfoxide (0.5 mL) was treated with ethanolamine (1.5 mL) (Aldrich) and heated at 160° C. for 2 hours in a microwave reactor. The reaction mixture was purified by C18 column chromatography eluting wi... Starting materials: BrC=1SC=C(C1)Br (2,4-Dibromothiophene), C(CCC)[Sn](C1=NC=CC=C1)(CCCC)CCCC (2-(tri-n-butylstannyl)pyridine). The reagents and catalysts are C=1C=CC(=CC1)[P](C=2C=CC=CC2)(C=3C=CC=CC3)[Pd]([P](C=4C=CC=CC4)(C=5C=CC=CC5)C=6C=CC=CC6)([P](C=7C=CC=CC7)(C=8C=CC=CC8)C=9C=CC=CC9)[P](C=1C=CC=CC1)(C=1C=CC=CC1)C=1C=CC=CC1 (tetrakis(triphenylphosphine)palladium). The solvent is C1(=CC=CC=C1)C (toluene). The product is BrC=1C=C(SC1)C1=NC=CC=C1 (4-Bromo-2-(2-pyridyl)thiophene). The yield is 73.7%. RXN SMILES: Br[C:2]1[S:3][CH:4]=[C:5]([Br:7])[CH:6]=1.C([Sn](CCCC)(CCCC)[C:13]1[CH:18]=[CH:17][CH:16]=[CH:15][N:14]=1)CCC>C1(C)C=CC=CC=1.C1C=CC([P]([Pd]([P](C2C=CC=CC=2)(C2C=CC=CC=2)C2C=CC=CC=2)([P](C2C=CC=CC=2)(C2C=CC=CC=2)C2C=CC=CC=2)[P](C2C=CC=CC=2)(C2C=CC=CC=2)C2C=CC=CC=2)(C2C=CC=CC=2)C2C=CC=CC=2)=CC=1>[Br:7][C:5]1[CH:6]=[C:2]([C:13]2[CH:18]=[CH:17][CH:16]=[CH:15][N:14]=2)[S:3][CH:4]=1 |^1:37,39,58,77|. Procedure: 2,4-Dibromothiophene (695 mg, 2.87 mmol), 2-(tri-n-butylstannyl)pyridine (830 mg, 1.92 mmol), and tetrakis(triphenylphosphine)palladium (0) (220 mg, 0.19 mmol) were refluxed in 3 mL of toluene at 120° C. overnight. After filtrated out of solid residue, the reaction mixture was purified by flash chromatography using a gradient of ethyl acetate in hexane to give a beige solid as the title compound (340 mg), m/z 240, 242 (MH+).